describe an organic reaction: reactants, conditions, products, and yield From a dataset of the Open Reaction Database (ORD), a public repository of structured organic reaction records. Starting materials: ice, BrCC(=O)Br (2-bromoacetyl bromide), NC1=CC=C(C=C1)C=1N=C(SC1)NC(OC(C)(C)C)=O (tert-Butyl N-{4-(4-Aminophenyl)-2-thiazolyl}-carbamate), N1=CC=CC=C1 (pyridine). Solvent: C(Cl)Cl (CH2Cl2), C(Cl)Cl (CH2Cl2), CCOC(=O)C (EtOAc). Reaction conditions: time 30 minute. Yields the product BrCC(=O)NC1=CC=C(C=C1)C=1N=C(SC1)NC(OC(C)(C)C)=O (tert-Butyl N-{4-{4-{(2-bromo-1-oxoethyl)amino}-phenyl}-2-thiazolyl}carbamate). The yield is 63.5%. Reaction SMILES: [Br:1][CH2:2][C:3](Br)=[O:4].[NH2:6][C:7]1[CH:12]=[CH:11][C:10]([C:13]2[N:14]=[C:15]([NH:18][C:19](=[O:25])[O:20][C:21]([CH3:24])([CH3:23])[CH3:22])[S:16][CH:17]=2)=[CH:9][CH:8]=1.N1C=CC=CC=1>C(Cl)Cl.CCOC(C)=O>[Br:1][CH2:2][C:3]([NH:6][C:7]1[CH:12]=[CH:11][C:10]([C:13]2[N:14]=[C:15]([NH:18][C:19](=[O:25])[O:20][C:21]([CH3:23])([CH3:22])[CH3:24])[S:16][CH:17]=2)=[CH:9][CH:8]=1)=[O:4]. Procedure: To an ice-cold solution of 2-bromoacetyl bromide (10.1 g, 50.0 mmol), in CH2Cl2 (200 mL) was added (30 min) a solution of tert-butyl N-{4-(4-aminophenyl)-2-thiazolyl}carbamate (14.6 g, 50.0 mmol, described in example 1) and pyridine (4.04 mL, 50.0 mmol) in CH2Cl2 (50 mL). The reaction mixture was stirred at 0° for 30 min and then at room temperature for 30 min. The reaction mixture then was diluted with in EtOAc (1.5 L). The resulting mixture was washed successively with H2O (500 mL), 10% (w/v) ... Reactants: C(C)(C)N(CC)C(C)C (Diisopropylethylamine), COCCl (chloromethyl methyl ether), O[C@@H](C(=O)OCC1=CC=CC=C1)CC1=CC=C(C=C1)N1CCOCC1 (benzyl (R)-2-hydroxyl-3-(4-morpholinophenyl)propionate). Solvent: ClCCl (dichloromethane), O (water). Run at time 19 hour. Product: COCO[C@@H](C(=O)OCC1=CC=CC=C1)CC1=CC=C(C=C1)N1CCOCC1 (benzyl (R)-2-methoxymethoxy-3-(4-morpholinophenyl)propionate). As a reaction SMILES: C(N(C(C)C)CC)(C)C.[CH3:10][O:11][CH2:12]Cl.[OH:14][C@H:15]([CH2:26][C:27]1[CH:32]=[CH:31][C:30]([N:33]2[CH2:38][CH2:37][O:36][CH2:35][CH2:34]2)=[CH:29][CH:28]=1)[C:16]([O:18][CH2:19][C:20]1[CH:25]=[CH:24][CH:23]=[CH:22][CH:21]=1)=[O:17]>ClCCl.O>[CH3:10][O:11][CH2:12][O:14][C@H:15]([CH2:26][C:27]1[CH:32]=[CH:31][C:30]([N:33]2[CH2:38][CH2:37][O:36][CH2:35][CH2:34]2)=[CH:29][CH:28]=1)[C:16]([O:18][CH2:19][C:20]1[CH:25]=[CH:24][CH:23]=[CH:22][CH:21]=1)=[O:17]. Procedure details: Diisopropylethylamine (1.15 ml) and chloromethyl methyl ether (0.5 ml) were added to a solution of benzyl (R)-2-hydroxyl-3-(4-morpholinophenyl)propionate (1.5 g) in dichloromethane (15 ml) under ice-cooling and the mixture was stirred at room temperature for 19 hours. This reaction mixture was diluted with water (40 ml) and extracted with ethyl acetate (20 ml×3). The organic layer was washed serially with 5% sodium hydrogencarbonate solution (20 ml), water (20 ml) and saturated aqueous solution ... The reactants are [H-].[Na+] (NaH), C1(=CC=CC=C1)C=1N=CNC1 (4-phenylimidazole), COC1=CC=C(CCl)C=C1 (p-methoxybenzyl chloride). Solvent: CN(C)C=O (DMF). Reaction conditions: time 10 minute. Yields the product COC1=CC=C(CN2C=NC(=C2)C2=CC=CC=C2)C=C1 (1-(4-methoxybenzyl)-4-phenylimidazole). The yield is 89.0%. Reaction SMILES: [C:1]1([C:7]2[N:8]=[CH:9][NH:10][CH:11]=2)[CH:6]=[CH:5][CH:4]=[CH:3][CH:2]=1.[H-].[Na+].[CH3:14][O:15][C:16]1[CH:23]=[CH:22][C:19]([CH2:20]Cl)=[CH:18][CH:17]=1>CN(C=O)C>[CH3:14][O:15][C:16]1[CH:23]=[CH:22][C:19]([CH2:20][N:10]2[CH:11]=[C:7]([C:1]3[CH:2]=[CH:3][CH:4]=[CH:5][CH:6]=3)[N:8]=[CH:9]2)=[CH:18][CH:17]=1 |f:1.2|. Procedure details: To a solution of 4-phenylimidazole (7.49 g, 51.9 mmol) in DMF (30 mL) cooled to 0° C. under nitrogen add portionwise NaH (95%, 2.56 g, 101 mmol). After 10 minutes, add p-methoxybenzyl chloride (PMBCl) (7.50 mL, 55.3 mmol) dropwise. Stir for 5 hours, quench with MeOH (5 mL), dilute with water (100 mL), and extract with CH2Cl2 (2×100 mL). Dry the combined organic layers (Na2SO4) and concentrate in vacuo to a volume of 80 mL, affording 12.2 g (89% yield) after crystallization. MS(ES+): m/z=265 (M+H... Starting materials: O=C1C=CC(=O)C=C1, C=CCC1(CCCC)CCc2c(cc(F)c(OC)c2Cl)C1=O, CC#N, [O-][Cl+3]([O-])([O-])O, CC(=O)[O-], CC(=O)[O-], O, [Pd+2]. The product is CCCCC1(CC(C)=O)CCc2c(cc(F)c(OC)c2Cl)C1=O. As a reaction SMILES: [C:23]1(=[O:24])[CH:25]=[CH:26][C:27](=[O:29])[CH:28]=[CH:30]1.[CH2:1]([CH:2]=[CH2:3])[C:4]1([CH2:19][CH2:20][CH2:21][CH3:22])[C:5](=[O:18])[c:6]2[cH:7][c:8]([F:17])[c:9]([O:15][CH3:16])[c:10]([Cl:14])[c:11]2[CH2:12][CH2:13]1.[CH3:37][C:38]#[N:39].[Cl+3:32]([OH:33])([O-:34])([O-:35])[O-:36].[O-:41][C:42]([CH3:43])=[O:44].[O-:45][C:46]([CH3:47])=[O:48].[OH2:31].[Pd+2:40]>>[CH2:1]([C:2]([CH3:3])=[O:29])[C:4]1([CH2:19][CH2:20][CH2:21][CH3:22])[C:5](=[O:18])[c:6]2[cH:7][c:8]([F:17])[c:9]([O:15][CH3:16])[c:10]([Cl:14])[c:11]2[CH2:12][CH2:13]1.